Dataset: the Open Reaction Database (ORD), a public repository of structured organic reaction records. Task: describe an organic reaction: reactants, conditions, products, and yield Reactants: [H-].[Na+] (sodium hydride), Cl (hydrochloric acid), C(=O)OCC (ethyl formate), N1=CC(=CC=C1)CCCC(=O)OCC (ethyl 4-(3-pyridyl)butyrate). The solvent is CN(C=O)C (dimethyl formamide). Conditions: temperature 0 celsius, time 3 day. Product: C(=O)C(C(=O)OCC)CCC=1C=NC=CC1 (ethyl 2-formyl-4-(3-pyridyl)butyrate). As a reaction SMILES: [H-].[Na+].[CH:3]([O:5][CH2:6][CH3:7])=[O:4].[N:8]1[CH:13]=[CH:12][CH:11]=[C:10]([CH2:14][CH2:15][CH2:16][C:17](OCC)=[O:18])[CH:9]=1.Cl>CN(C)C=O>[CH:17]([CH:16]([CH2:15][CH2:14][C:10]1[CH:9]=[N:8][CH:13]=[CH:12][CH:11]=1)[C:3]([O:5][CH2:6][CH3:7])=[O:4])=[O:18] |f:0.1|. Procedure: A suspension of 2.53 g. of sodium hydride in 35 ml. of anhydrous dimethyl formamide was prepared. The suspension was cooled to about 0° C. with stirring. Next, a mixture of 9.56 g. of ethyl formate and 19 g. of ethyl 4-(3-pyridyl)butyrate were added. The consequent reaction mixture was stirred at about 0° C. for 1 additional hour and then at room temperature for about 3 days. The reaction mixture was acidified with 2N aqueous hydrochloric acid and the acidic aqueous solution evaporated to a very... Starting materials: CC(C)(C)OC(=O)N(c1ccc(N2CCOCC2)cc1)c1ncc(-c2ccc3c(c2)S(=O)(=O)NC3=O)n2ncnc12, Cl, C1COCCO1. Product: O=C1NS(=O)(=O)c2cc(-c3cnc(Nc4ccc(N5CCOCC5)cc4)c4ncnn34)ccc21. RXN SMILES: [C:1]([O:2][C:3](=[O:4])[N:7]([c:8]1[c:9]2[n:10]([c:11](-[c:14]3[cH:15][c:16]4[c:17]([cH:24][cH:25]3)[C:18](=[O:23])[NH:19][S:20]4(=[O:21])=[O:22])[cH:12][n:13]1)[n:26][cH:27][n:28]2)[c:29]1[cH:30][cH:31][c:32]([N:35]2[CH2:36][CH2:37][O:38][CH2:39][CH2:40]2)[cH:33][cH:34]1)([CH3:5])([CH3:6])[CH3:41].[ClH:42].[O:43]1[CH2:44][CH2:45][O:46][CH2:47][CH2:48]1>>[NH:7]([c:8]1[c:9]2[n:10]([c:11](-[c:14]3[cH:15][c:16]4[c:17]([cH:24][cH:25]3)[C:18](=[O:23])[NH:19][S:20]4(=[O:21])=[O:22])[cH:12][n:13]1)[n:26][cH:27][n:28]2)[c:29]1[cH:30][cH:31][c:32]([N:35]2[CH2:36][CH2:37][O:38][CH2:39][CH2:40]2)[cH:33][cH:34]1. Starting materials: C(=O)C1=NC=2N(C=CC=3C2C=C(N3)C(=O)OCC)C1 (Ethyl 2-formylimidazo[1,2-a]pyrrolo[3,2-c]pyridine-8-carboxylate), [BH4-].[Na+] (NaBH4). The solvent is C(C)O (ethanol). Run at time 30 minute. Product: OCC1=NC=2N(C=CC=3C2C=C(N3)C(=O)OCC)C1 (Ethyl 2-hydroxymethylimidazo[1,2-a]pyrrolo[3,2-c]pyridine-8-carboxylate). Isolated yield 55.4%. As a reaction SMILES: [CH:1]([C:3]1[CH2:19][N:6]2[CH:7]=[CH:8][C:9]3[C:10]([CH:11]=[C:12]([C:14]([O:16][CH2:17][CH3:18])=[O:15])[N:13]=3)=[C:5]2[N:4]=1)=[O:2].[BH4-].[Na+]>C(O)C>[OH:2][CH2:1][C:3]1[CH2:19][N:6]2[CH:7]=[CH:8][C:9]3[C:10]([CH:11]=[C:12]([C:14]([O:16][CH2:17][CH3:18])=[O:15])[N:13]=3)=[C:5]2[N:4]=1 |f:1.2|. Reported procedure: To a solution of 8 (40 mg, 0.16 mmol) in dry ethanol (5 mL), under argon, was added NaBH4 (9 mg, 0.24 mmol). The solution was stirred at room temperature for 30 min then the solvent was removed in vacuo. An aqueous saturated Na2CO3 solution (5 mL) was added and the solution was extracted with CH2Cl2 (3×20 mL). The organic layers were dried (MgSO4), filtered and evaporated to give compound 11 (23 mg, 57%); mp 227-229° C.; IR (KBr) 3289, 1685, 1266, 1191 cm−1; 1H NMR (400 MHz, DMSO-d6) δ 1.38 (t, ... Reactants: C(C)(C)[N-]C(C)C.[Li+].C1CCOC1 (lithium diisopropylamide THF), [Cl-].COC[P+](F)(F)F (Methoxymethyltrifluorophosphonium chloride), [Si](C)(C)(C(C)(C)C)OCC=1C=C2C=CC(=CC2=CC1)CCC=O (3-(6-t-butyldimethylsilyloxymethylnaphthalen-2-yl)propionaldehyde). Run in C1CCOC1 (THF), C1CCOC1 (THF). Reaction conditions: time 1 hour. Yields the product C(C)(C)(C)[Si](C)(C)OC1=CC2=CC=C(C=C2C=C1)CCC=COC (t-butyl-[6-(4-methoxy-3-butenyl)-naphthalen-2-yloxy]-dimethyl-silane). Reaction SMILES: [Cl-].COC[P+](F)(F)F.C([N-]C(C)C)(C)C.[Li+].[CH2:17]1[CH2:21][O:20][CH2:19][CH2:18]1.[Si:22]([O:29][CH2:30][C:31]1[CH:32]=[C:33]2[C:38](=[CH:39][CH:40]=1)[CH:37]=[C:36](CCC=O)[CH:35]=[CH:34]2)([C:25]([CH3:28])([CH3:27])[CH3:26])([CH3:24])[CH3:23]>C1COCC1>[C:25]([Si:22]([O:29][C:30]1[CH:37]=[CH:36][C:35]2[C:40](=[CH:39][CH:38]=[C:33]([CH2:32][CH2:18][CH:17]=[CH:21][O:20][CH3:19])[CH:34]=2)[CH:31]=1)([CH3:23])[CH3:24])([CH3:27])([CH3:26])[CH3:28] |f:0.1,2.3.4|. Procedure: Methoxymethyltrifluorophosphonium chloride (425 mg) was dissolved in anhydrous THF (10 ml). Then, the solution obtained was added with a 2 mol/l lithium diisopropylamide/THF solution (0.619 ml) under ice-cooling, followed by stirring at room temperature for 1 hour. A solution of the compound (296 mg) obtained in Example 121-7 in anhydrous THF was added in this solution, and the whole was stirred overnight at room temperature. After completion of the reaction, distilled water was added to the sol... Starting materials: Cl (hydrochloride), Cl.NC1=C(C=C(C=C1C(F)(F)F)C(CNC(C)(C)CC)=O)Cl (4'-amino-3'-chloro-2-tert.pentylamino-5'-trifluoromethyl-acetophenone hydrochloride), [BH4-].[Na+] (sodium borohydride). Product: NC1=C(C=C(C=C1C(F)(F)F)C(CNC(C)(C)CC)O)Cl (1-(4'-Amino-3'-chloro-5'-trifluoromethyl-phenyl)-2-tert.pentylamino-ethanol). Reaction SMILES: Cl.Cl.[NH2:3][C:4]1[C:9]([C:10]([F:13])([F:12])[F:11])=[CH:8][C:7]([C:14](=[O:22])[CH2:15][NH:16][C:17]([CH2:20][CH3:21])([CH3:19])[CH3:18])=[CH:6][C:5]=1[Cl:23].[BH4-].[Na+]>>[NH2:3][C:4]1[C:9]([C:10]([F:11])([F:12])[F:13])=[CH:8][C:7]([CH:14]([OH:22])[CH2:15][NH:16][C:17]([CH2:20][CH3:21])([CH3:19])[CH3:18])=[CH:6][C:5]=1[Cl:23] |f:1.2,3.4|. Reported procedure: m.p. of the hydrochloride: 176°-178° C. (decomp.), was prepared from 4'-amino-3'-chloro-2-tert.pentylamino-5'-trifluoromethyl-acetophenone hydrochloride and sodium borohydride analogous to Example 1. Starting materials: BrC1=NC=C(C(=O)OC)C=C1 (Methyl 6-bromonicotinate), 13, [F-].[Cs+] (CsF), FC(C(=O)N(CCC1CCNCC1)[C@H]1[C@@H](C1)C1=CC=CC=C1)(F)F (2,2,2-trifluoro-N-((trans)-2-phenylcyclopropyl)-N-(2-(piperidin-4-yl)ethyl)acetamide), FC(C(=O)[O-])(F)F (trifluoroacetate). The solvent is CN(C(C)=O)C (N,N-dimethylacetamide), O (water). Reaction conditions: temperature 100 celsius. The product is FC(C(=O)N([C@H]1[C@@H](C1)C1=CC=CC=C1)CCC1CCN(CC1)C1=NC=C(C(=O)OC)C=C1)(F)F (methyl 6-(4-(2-(2,2,2-trifluoro-N-((trans)-2-phenylcyclopropyl)acetamido)ethyl)piperidin-1-yl)nicotinate). Isolated yield 27.3%. RXN SMILES: Br[C:2]1[CH:11]=[CH:10][C:5]([C:6]([O:8][CH3:9])=[O:7])=[CH:4][N:3]=1.[F-].[Cs+].[F:14][C:15]([F:37])([F:36])[C:16]([N:18]([C@@H:27]1[CH2:29][C@H:28]1[C:30]1[CH:35]=[CH:34][CH:33]=[CH:32][CH:31]=1)[CH2:19][CH2:20][CH:21]1[CH2:26][CH2:25][NH:24][CH2:23][CH2:22]1)=[O:17].FC(F)(F)C([O-])=O>CN(C)C(=O)C.O>[F:37][C:15]([F:14])([F:36])[C:16]([N:18]([CH2:19][CH2:20][CH:21]1[CH2:26][CH2:25][N:24]([C:2]2[CH:11]=[CH:10][C:5]([C:6]([O:8][CH3:9])=[O:7])=[CH:4][N:3]=2)[CH2:23][CH2:22]1)[C@@H:27]1[CH2:29][C@H:28]1[C:30]1[CH:35]=[CH:34][CH:33]=[CH:32][CH:31]=1)=[O:17] |f:1.2|. Reported procedure: Methyl 6-bromonicotinate, 13 (0.476 g, 2.206 mmol) and CsF (2.68 g, 17.64 mmol) were added to a stirred solution of 2,2,2-trifluoro-N-((trans)-2-phenylcyclopropyl)-N-(2-(piperidin-4-yl)ethyl)acetamide, trifluoroacetate (1 g, 2.206 mmol) in N,N-dimethylacetamide (10 mL) in a Microwave vial. The reaction vessel was sealed and heated in CEM Discover to 100° C. for 45 min under microwave conditions. Reaction mixture was diluted with water (50 mL) and extracted with ethyl acetate (2×30 mL). The combi...